From a dataset of the Open Reaction Database (ORD), a public repository of structured organic reaction records. describe an organic reaction: reactants, conditions, products, and yield Starting materials: CC(C)(C)OC(=O)CCNC(=O)CNC(=O)CCCc1ccc2c(n1)NCCC2, ClCCl, O=C(O)C(F)(F)F. Product: O=C(O)CCNC(=O)CNC(=O)CCCc1ccc2c(n1)NCCC2. As a reaction SMILES: [C:1]([CH3:2])([CH3:3])([CH3:4])[O:5][C:6]([CH2:7][CH2:8][NH:9][C:10]([CH2:11][NH:12][C:13]([CH2:14][CH2:15][CH2:16][c:17]1[cH:18][cH:19][c:20]2[c:25]([n:26]1)[NH:24][CH2:23][CH2:22][CH2:21]2)=[O:27])=[O:28])=[O:29].[Cl:37][CH2:38][Cl:39].[F:30][C:31]([F:32])([F:33])[C:34]([OH:35])=[O:36]>>[O:5]=[C:6]([CH2:7][CH2:8][NH:9][C:10]([CH2:11][NH:12][C:13]([CH2:14][CH2:15][CH2:16][c:17]1[cH:18][cH:19][c:20]2[c:25]([n:26]1)[NH:24][CH2:23][CH2:22][CH2:21]2)=[O:27])=[O:28])[OH:29]. Starting materials: COC(=O)Cc1ccc(OCc2nc(-c3ccccc3)oc2C)cc1, CO, Cl, [Li+], C1CCOC1, [OH-], O, O. Product: Cc1oc(-c2ccccc2)nc1COc1ccc(CC(=O)O)cc1. Reaction SMILES: [CH3:1][c:2]1[c:3]([CH2:13][O:14][c:15]2[cH:16][cH:17][c:18]([CH2:21][C:22](=[O:23])[O:24][CH3:25])[cH:19][cH:20]2)[n:4][c:5](-[c:7]2[cH:8][cH:9][cH:10][cH:11][cH:12]2)[o:6]1.[CH3:35][OH:36].[ClH:34].[Li+:28].[O:29]1[CH2:30][CH2:31][CH2:32][CH2:33]1.[OH-:27].[OH2:26].[OH2:37]>>[CH3:1][c:2]1[c:3]([CH2:13][O:14][c:15]2[cH:16][cH:17][c:18]([CH2:21][C:22](=[O:23])[OH:24])[cH:19][cH:20]2)[n:4][c:5](-[c:7]2[cH:8][cH:9][cH:10][cH:11][cH:12]2)[o:6]1. The reactants are Fc1ccc(C(CCN(CCc2ncccn2)Cc2ccccc2)c2ccc(F)cc2)cc1, CO, O=C[O-], ClCCl, [NH4+], [Pd]. Product: Fc1ccc(C(CCNCCc2ncccn2)c2ccc(F)cc2)cc1. Reaction SMILES: [CH2:1]([c:2]1[cH:3][cH:4][cH:5][cH:6][cH:7]1)[N:8]([CH2:9][CH2:10][CH:11]([c:12]1[cH:13][cH:14][c:15]([F:18])[cH:16][cH:17]1)[c:19]1[cH:20][cH:21][c:22]([F:25])[cH:23][cH:24]1)[CH2:26][CH2:27][c:28]1[n:29][cH:30][cH:31][cH:32][n:33]1.[CH3:38][OH:39].[CH:34]([O-:35])=[O:36].[Cl:40][CH2:41][Cl:42].[NH4+:37].[Pd:43]>>[NH:8]([CH2:9][CH2:10][CH:11]([c:12]1[cH:13][cH:14][c:15]([F:18])[cH:16][cH:17]1)[c:19]1[cH:20][cH:21][c:22]([F:25])[cH:23][cH:24]1)[CH2:26][CH2:27][c:28]1[n:29][cH:30][cH:31][cH:32][n:33]1. The reactants are [N+](=O)([O-])C1=CC=C(CO)C=C1 (4-nitrobenzyl alcohol), FC(C(OS(OC(C(F)(F)F)C(F)(F)F)(F)F)C(F)(F)F)(F)F (bis[2,2,2-trifluoro-1-(trifluoromethyl)ethoxy]sulfur difluoride). Solvent: C(Cl)Cl (methylene chloride), C(Cl)Cl (methylene chloride). Conditions: time 18 hour. Product: [N+](=O)([O-])C1=CC=C(CF)C=C1 (4-nitrobenzyl fluoride). Yield: 63.2%. RXN SMILES: [N+:1]([C:4]1[CH:11]=[CH:10][C:7]([CH2:8]O)=[CH:6][CH:5]=1)([O-:3])=[O:2].[F:12]C(F)(F)C(C(F)(F)F)OS(F)(F)OC(C(F)(F)F)C(F)(F)F>C(Cl)Cl>[N+:1]([C:4]1[CH:11]=[CH:10][C:7]([CH2:8][F:12])=[CH:6][CH:5]=1)([O-:3])=[O:2]. Reported procedure: A solution of 770 mg (5 mmol) of 4-nitrobenzyl alcohol in 15 ml of methylene chloride was added dropwise to a stirred solution of 3.0 g (7.5 mmol) of bis[2,2,2-trifluoro-1-(trifluoromethyl)ethoxy]sulfur difluoride in 5 ml of methylene chloride at 25°. The reaction mixture was stirred for 18 hrs, and then evaporated to dryness under reduced pressure. The residue was recrystallized from pentane to give 490 mg (63%) of 4-nitrobenzyl fluoride as colorless needles, mp 33° to 34°. A second recrystalli... Solvent: O1CCCC1 (tetrahydrofuran). Procedure details: 0.3 ml of concentrated sulfuric acid is added to a solution of 10.00 g (0.032 mol) of 2-(4-acetamidobutyryl)-5-chlorohydrocinnamic acid in 40 ml of tetrahydrofuran in a steel autoclave and about 60 ml of isobutylene are condensed. The mixture is stirred at room temperature for 30 days. The solution is concentrated, extracted with methylene chloride/water, dried with magnesium sulfate and the solvent is distilled in a vacuum. Chromatography with ethyl acetate on aluminum oxide and then on silica ... As a reaction SMILES: S(=O)(=O)(O)O.[C:6]([NH:9][CH2:10][CH2:11][CH2:12][C:13]([C:15]1[CH:25]=[CH:24][C:23]([Cl:26])=[CH:22][C:16]=1[CH2:17][CH2:18][C:19]([OH:21])=[O:20])=[O:14])(=[O:8])[CH3:7].[CH3:27][C:28](=[CH2:30])[CH3:29]>O1CCCC1>[C:6]([NH:9][CH2:10][CH2:11][CH2:12][C:13]([C:15]1[CH:25]=[CH:24][C:23]([Cl:26])=[CH:22][C:16]=1[CH2:17][CH2:18][C:19]([O:21][C:28]([CH3:30])([CH3:29])[CH3:27])=[O:20])=[O:14])(=[O:8])[CH3:7]. Product: C(C)(=O)NCCCC(=O)C1=C(CCC(=O)OC(C)(C)C)C=C(C=C1)Cl (t-butyl 2-(4-acetamidobutyryl)-5-chlorohydrocinnamate). Reaction conditions: time 30 day. The reactants are S(O)(O)(=O)=O (sulfuric acid), C(C)(=O)NCCCC(=O)C1=C(CCC(=O)O)C=C(C=C1)Cl (2-(4-acetamidobutyryl)-5-chlorohydrocinnamic acid), steel, CC(C)=C (isobutylene). Reaction SMILES: Br[C:2]1[C:7]([F:8])=[C:6]([F:9])[C:5]([F:10])=[C:4]([F:11])[C:3]=1[F:12].[NH2:13][C:14]1[CH:15]=[C:16]([C:20]#[CH:21])[CH:17]=[CH:18][CH:19]=1>CCOCC.[Pd].C1(P(C2C=CC=CC=2)C2C=CC=CC=2)C=CC=CC=1.C1(P(C2C=CC=CC=2)C2C=CC=CC=2)C=CC=CC=1.C1(P(C2C=CC=CC=2)C2C=CC=CC=2)C=CC=CC=1>[F:12][C:3]1[C:4]([F:11])=[C:5]([F:10])[C:6]([F:9])=[C:7]([F:8])[C:2]=1[C:21]#[C:20][C:16]1[CH:15]=[C:14]([CH:19]=[CH:18][CH:17]=1)[NH2:13] |f:3.4.5|. Procedure: A multinecked flash as described in Example 1 was charged with 5.0 g (0.020 mol) of bromopentafluoro-benzene, 2.37 g (0.020 mol) of 3-aminophenylacetylene, 0.096 g (0.137 mmol) of bis(triphenylphosphine) palladium II chloride, 0.148 g (0.564 mmol) of triphenylphosphine, and 0.06 g (0.315 mmol) of cuprous iodide. The reaction mixture was heated at 70° C. for 40 hours after which gas chromatography showed the reaction to be complete. The product mixture was cooled to room temperature and diluted w... The yield is 50.0%. Reactants: BrC1=C(C(=C(C(=C1F)F)F)F)F (bromopentafluoro-benzene), NC=1C=C(C=CC1)C#C (3-aminophenylacetylene), cuprous iodide. The product is FC1=C(C(=C(C(=C1F)F)F)F)C#CC=1C=C(N)C=CC1 (3-[(2,3,4,5,6-Pentafluorophenyl)ethynyl]aniline). Solvent: CCOCC (ether). Run at temperature 70 celsius. Reagents/catalysts: [Pd].C1(=CC=CC=C1)P(C1=CC=CC=C1)C1=CC=CC=C1.C1(=CC=CC=C1)P(C1=CC=CC=C1)C1=CC=CC=C1 (bis(triphenylphosphine) palladium), C1(=CC=CC=C1)P(C1=CC=CC=C1)C1=CC=CC=C1 (triphenylphosphine). Starting materials: CO, C[O-], COC(=O)CN1C(C)C=CC1C, CC(C)O, Cl, Cl, N=C(N)N, [Na+]. Product: CC1C=CC(C)N1CC(=O)N=C(N)N. Reaction SMILES: [CH3:26][OH:27].[CH3:6][O-:7].[CH3:9][CH:10]1[N:11]([CH2:16][C:17](=[O:18])[O:19][CH3:20])[CH:12]([CH3:15])[CH:13]=[CH:14]1.[CH:22]([OH:23])([CH3:24])[CH3:25].[ClH:1].[ClH:21].[NH2:2][C:3](=[NH:4])[NH2:5].[Na+:8]>>[N:2](=[C:3]([NH2:4])[NH2:5])[C:17]([CH2:16][N:11]1[CH:10]([CH3:9])[CH:14]=[CH:13][CH:12]1[CH3:15])=[O:18]. Starting materials: BrC1=C(C=C(C=C1)C(C=C(C(F)(F)F)C1=CC(=CC(=C1)Cl)Cl)=O)C (1-(4-bromo-3-methylphenyl)-3-(3,5-dichlorophenyl)-4,4,4-trifluoro-2-butene-1-one), C(C)(=O)[O-].[Na+] (sodium acetate), [C]=O (carbon monoxide). Reagents/catalysts: C(C)(=O)[O-].[Pd+2].C(C)(=O)[O-] (palladium(II) acetate), C1(=CC=CC=C1)P([C-]1C=CC=C1)C1=CC=CC=C1.[C-]1(C=CC=C1)P(C1=CC=CC=C1)C1=CC=CC=C1.[Fe+2] (1,1′-bis(diphenylphosphino) ferrocene). Solvent: O (water), COCCOC (1,2-dimethoxyethane). The product is ClC=1C=C(C=C(C1)Cl)C(=CC(=O)C1=CC(=C(C(=O)O)C=C1)C)C(F)(F)F (4-(3-(3,5-Dichlorophenyl)-4,4,4-trifluoro-2-butenoyl)-2-methylbenzoic acid). Isolated yield 58.2%. Reaction SMILES: Br[C:2]1[CH:7]=[CH:6][C:5]([C:8](=[O:23])[CH:9]=[C:10]([C:15]2[CH:20]=[C:19]([Cl:21])[CH:18]=[C:17]([Cl:22])[CH:16]=2)[C:11]([F:14])([F:13])[F:12])=[CH:4][C:3]=1[CH3:24].[C:25]([O-:28])(=[O:27])C.[Na+].[C]=O>COCCOC.O.C1(P(C2C=CC=CC=2)[C-]2C=CC=C2)C=CC=CC=1.[C-]1(P(C2C=CC=CC=2)C2C=CC=CC=2)C=CC=C1.[Fe+2].C([O-])(=O)C.[Pd+2].C([O-])(=O)C>[Cl:22][C:17]1[CH:16]=[C:15]([C:10]([C:11]([F:14])([F:13])[F:12])=[CH:9][C:8]([C:5]2[CH:6]=[CH:7][C:2]([C:25]([OH:28])=[O:27])=[C:3]([CH3:24])[CH:4]=2)=[O:23])[CH:20]=[C:19]([Cl:21])[CH:18]=1 |f:1.2,6.7.8,9.10.11,^3:29|. Procedure: To a solution of 4.85 g of 1-(4-bromo-3-methylphenyl)-3-(3,5-dichlorophenyl)-4,4,4-trifluoro-2-butene-1-one representing mixed geometrical isomers (isomeric ratio of 8:1) that was synthesized according to Synthetic Examples 1 and 2 and 1.36 g of sodium acetate in 20 mL of 1,2-dimethoxyethane and 20 mL of water in an autoclave, 0.25 g of 1,1′-bis(diphenylphosphino) ferrocene and 50 mg of palladium(II) acetate were added, the mixture was stirred for 5.5 hours at 110° C. in an atmosphere of carbon ...